This data is from the Open Reaction Database (ORD), a public repository of structured organic reaction records. The task is: describe an organic reaction: reactants, conditions, products, and yield Starting materials: CC1=CN(C2=CC=CC=C12)CCO (3-methylindole-1-ethanol), N,N-dicyclohexylcarbodiimide, C(C(=O)O)(=O)O (oxalic acid), FC(C(=O)O)(F)F (trifluoroacetic acid), N1=CC=CC=C1 (pyridine). Solvent: CS(=O)C.C1=CC=CC=C1 (dimethyl sulfoxide benzene), O (water), CCOCC (ether), CO (methanol). Run at time 5 hour. The product is CC1=CN(C2=CC=CC=C12)CC=O (3-methylindole-1-acetaldehyde). Reaction SMILES: [CH3:1][C:2]1[C:10]2[C:5](=[CH:6][CH:7]=[CH:8][CH:9]=2)[N:4]([CH2:11][CH2:12][OH:13])[CH:3]=1.FC(F)(F)C(O)=O.N1C=CC=CC=1.C(O)(=O)C(O)=O>CS(C)=O.C1C=CC=CC=1.CCOCC.CO.O>[CH3:1][C:2]1[C:10]2[C:5](=[CH:6][CH:7]=[CH:8][CH:9]=2)[N:4]([CH2:11][CH:12]=[O:13])[CH:3]=1 |f:4.5|. Reported procedure: N,N-dicyclohexylcarbodiimide (9.0 g) is added to a cooled, stirred solution of 3-methylindole-1-ethanol (3.0 g) in 30 ml of dimethyl sulfoxide-benzene (2:1) containing trifluoroacetic acid (0.6 ml) and pyridine (1.12 ml). The reaction is stirred at room temperature under nitrogen for 5 hours. The reaction mixture is now diluted with 300 ml of ether, followed by the dropwise addition of a solution of oxalic acid (3.78 g) in 11 ml of methanol. After 30 minutes, water (300 ml) is added and the inso... The reactants are COC(N=C(C(=NC1=CC=C(C=C1)C1=NOC(=N1)C)C1=CC(=C(C=C1)OCC(NC)=O)OCC)SC)=O ({2-(3-ethoxy-4-methylcarbamoylmethoxyphenyl)-2-[4-(5-methyl-[1,2,4]oxadiazol-3-yl)phenylimino]-1-methylsulfanylethylidene}carbamic acid methyl ester), COC=1C(=NC=CC1)NN ((3-methoxy-pyridin-2-yl)hydrazine). Product: C(C)(=O)O.C(N)(=N)C1=CC=C(C=C1)NC(C1=CC(=C(OCC(=O)NC)C=C1)OCC)C1=NN(C(N1)=O)C1=NC=CC=C1OC (2-(4-{(4-carbamimidoyl-phenylamino)-[1-(3-methoxy-pyridin-2-yl)-5-oxo-4,5-dihydro-1H-[1,2,4]triazol-3-yl]methyl}-2-ethoxy-phenoxy)-N-methyl-acetamide Acetate). As a reaction SMILES: CO[C:3](=[O:37])[N:4]=[C:5](SC)[C:6]([C:20]1[CH:25]=[CH:24][C:23]([O:26][CH2:27][C:28](=[O:31])[NH:29][CH3:30])=[C:22]([O:32][CH2:33][CH3:34])[CH:21]=1)=[N:7][C:8]1[CH:13]=[CH:12][C:11]([C:14]2[N:18]=C(C)O[N:15]=2)=[CH:10][CH:9]=1.[CH3:38][O:39][C:40]1[C:41]([NH:46][NH2:47])=[N:42][CH:43]=[CH:44][CH:45]=1>>[C:33]([OH:39])(=[O:32])[CH3:34].[C:14]([C:11]1[CH:12]=[CH:13][C:8]([NH:7][CH:6]([C:5]2[NH:4][C:3](=[O:37])[N:46]([C:41]3[C:40]([O:39][CH3:38])=[CH:45][CH:44]=[CH:43][N:42]=3)[N:47]=2)[C:20]2[CH:25]=[CH:24][C:23]([O:26][CH2:27][C:28]([NH:29][CH3:30])=[O:31])=[C:22]([O:32][CH2:33][CH3:34])[CH:21]=2)=[CH:9][CH:10]=1)(=[NH:18])[NH2:15] |f:2.3|. Reported procedure: The same procedure was carried out as in Examples (21i)-(21j), except that {2-(3-ethoxy-4-methylcarbamoylmethoxyphenyl)-2-[4-(5-methyl-[1,2,4]oxadiazol-3-yl)phenylimino]-1-methylsulfanylethylidene}carbamic acid methyl ester was used instead of the {2-(8-methoxy-4H-benzo[1,3]dioxin-6-yl)-2-[4-(5-methyl-[1,2,4]oxadiazol-3-yl)-phenylimino]-1-methylsulfanylethylidene}carbamic acid methyl ester in Example (21i), and (3-methoxy-pyridin-2-yl)hydrazine was used instead of 2-hydrazinopyrimidine in Exampl... Starting materials: CCOC(C)=O, COC(=O)c1cc(I)cc([N+](=O)[O-])c1F, Cl[Sn]Cl. Product: COC(=O)c1cc(I)cc(N)c1F. Reaction SMILES: [CH3:19][CH2:20][O:21][C:22]([CH3:23])=[O:24].[CH3:1][O:2][C:3]([c:4]1[c:5]([F:14])[c:6]([N+:11]([O-:12])=[O:13])[cH:7][c:8]([I:10])[cH:9]1)=[O:15].[Sn:16]([Cl:17])[Cl:18]>>[CH3:1][O:2][C:3]([c:4]1[c:5]([F:14])[c:6]([NH2:11])[cH:7][c:8]([I:10])[cH:9]1)=[O:15]. Reactants: NC=1C=C(C2=C(NC(=N2)N(C)C)C1)C(=O)NC1=C(C(=CC=C1)Cl)C (6-amino-N-(3-chloro-2-methylphenyl)-2-(dimethylamino)-1H-benzimidazole-4-carboxamide), C(C)(C)N(C(C)C)CC (N,N-diisopropylethylamine), ClC1=C(C(=O)Cl)C(=CC=C1)F (2-chloro-6-fluorobenzoyl chloride). Run in C(C)(=O)OCC (ethyl acetate), C1CCOC1 (THF). The product is ClC1=C(C(=CC=C1)F)C(=O)NC=1C=C(C2=C(NC(=N2)N(C)C)C1)C(=O)NC1=C(C(=CC=C1)Cl)C (6-{[(2-chloro-6-fluorophenyl)carbonyl]amino}-N-(3-chloro-2-methylphenyl)-2-(dimethylamino)-1H-benzimidazole-4-carboxamide). Reaction SMILES: [NH2:1][C:2]1[CH:3]=[C:4]([C:14]([NH:16][C:17]2[CH:22]=[CH:21][CH:20]=[C:19]([Cl:23])[C:18]=2[CH3:24])=[O:15])[C:5]2[N:9]=[C:8]([N:10]([CH3:12])[CH3:11])[NH:7][C:6]=2[CH:13]=1.C(N(CC)C(C)C)(C)C.[Cl:34][C:35]1[CH:43]=[CH:42][CH:41]=[C:40]([F:44])[C:36]=1[C:37](Cl)=[O:38]>C1COCC1.C(OCC)(=O)C>[Cl:34][C:35]1[CH:43]=[CH:42][CH:41]=[C:40]([F:44])[C:36]=1[C:37]([NH:1][C:2]1[CH:3]=[C:4]([C:14]([NH:16][C:17]2[CH:22]=[CH:21][CH:20]=[C:19]([Cl:23])[C:18]=2[CH3:24])=[O:15])[C:5]2[N:9]=[C:8]([N:10]([CH3:11])[CH3:12])[NH:7][C:6]=2[CH:13]=1)=[O:38]. Procedure details: To a solution of 6-amino-N-(3-chloro-2-methylphenyl)-2-(dimethylamino)-1H-benzimidazole-4-carboxamide (30 mg) in THF (1 mL), was added N,N-diisopropylethylamine (22 μL). The mixture was stirred under ice-cooling, 2-chloro-6-fluorobenzoyl chloride (13 μL) was added slowly, and it was stirred for 2 hours. The reaction mixture was diluted with ethyl acetate, washed sequentially with saturated aqueous sodium bicarbonate and brine, dried over anhydrous magnesium sulfate and concentrated under reduced... The reactants are C(=O)C1=C(N=C(S1)N1CC2=C(C=CC=C2CC1)C(/N=C\1/SC2=C(N1COCC[Si](C)(C)C)C=CC=C2)=O)C(=O)OC ((E)-methyl 5-formyl-2-(8-(3-((2-(trimethylsilyl)ethoxy)methyl)benzo[d]thiazol-2(3H)-ylidenecarbamoyl)-3,4-dihydroisoquinolin-2(1H)-yl)thiazole-4-carboxylate), [BH4-].[Na+] (NaBH4). Run in CO (MeOH), C1CCOC1 (THF). Reaction conditions: temperature 70 celsius. Product: OCC1=C(N=C(S1)N1CC2=C(C=CC=C2CC1)C(/N=C\1/SC2=C(N1COCC[Si](C)(C)C)C=CC=C2)=O)C(=O)OC ((E)-methyl 5-(hydroxymethyl)-2-(8-(3-((2-(trimethylsilyl)ethoxy)methyl)benzo[d]thiazol-2(3H)-ylidenecarbamoyl)-3,4-dihydroisoquinolin-2(1H)-yl)thiazole-4-carboxylate). Yield: 89.0%. RXN SMILES: [CH:1]([C:3]1[S:7][C:6]([N:8]2[CH2:17][CH2:16][C:15]3[C:10](=[C:11]([C:18](=[O:37])/[N:19]=[C:20]4/[S:21][C:22]5[CH:36]=[CH:35][CH:34]=[CH:33][C:23]=5[N:24]/4[CH2:25][O:26][CH2:27][CH2:28][Si:29]([CH3:32])([CH3:31])[CH3:30])[CH:12]=[CH:13][CH:14]=3)[CH2:9]2)=[N:5][C:4]=1[C:38]([O:40][CH3:41])=[O:39])=[O:2].[BH4-].[Na+]>CO.C1COCC1>[OH:2][CH2:1][C:3]1[S:7][C:6]([N:8]2[CH2:17][CH2:16][C:15]3[C:10](=[C:11]([C:18](=[O:37])/[N:19]=[C:20]4/[S:21][C:22]5[CH:36]=[CH:35][CH:34]=[CH:33][C:23]=5[N:24]/4[CH2:25][O:26][CH2:27][CH2:28][Si:29]([CH3:32])([CH3:31])[CH3:30])[CH:12]=[CH:13][CH:14]=3)[CH2:9]2)=[N:5][C:4]=1[C:38]([O:40][CH3:41])=[O:39] |f:1.2|. Procedure details: To compound 45C (2.08 g, 3.42 mmol) in MeOH (50 mL) and THF (20 mL) was added NaBH4 (0.259 g, 6.83 mmol). The reaction mixture was heated at 70° C. for 2 hours. The solvent was removed, and the residue was partitioned between EtOAc and water. The organic layer was isolated, and the aqueous layer was extracted with additional EtOAc. The combined organic layers were washed with brine, dried over MgSO4, and concentrated under reduced pressure. The crude material was purified by column chromatograph... Starting materials: CC(C)(C1CCNCC1)S(=O)(=O)c1cccc(C(F)(F)F)c1, CN(C)C=O, O=C(O)c1ccc(C(F)(F)F)nc1S(=O)(=O)C1CC1, CCN(C(C)C)C(C)C, [Cl-], [NH4+]. Product: CC(C)(C1CCN(C(=O)c2ccc(C(F)(F)F)nc2S(=O)(=O)C2CC2)CC1)S(=O)(=O)c1cccc(C(F)(F)F)c1. As a reaction SMILES: [CH3:1][C:2]([CH3:3])([S:4](=[O:5])(=[O:6])[c:7]1[cH:8][c:9]([C:13]([F:14])([F:15])[F:16])[cH:10][cH:11][cH:12]1)[CH:17]1[CH2:18][CH2:19][NH:20][CH2:21][CH2:22]1.[CH3:51][N:52]([CH3:53])[CH:54]=[O:55].[CH:23]1([S:26](=[O:27])(=[O:28])[c:29]2[c:30]([C:31](=[O:32])[OH:33])[cH:34][cH:35][c:36]([C:38]([F:39])([F:40])[F:41])[n:37]2)[CH2:24][CH2:25]1.[CH:42]([N:43]([CH:44]([CH3:45])[CH3:46])[CH2:47][CH3:48])([CH3:49])[CH3:50].[Cl-:56].[NH4+:57]>>[CH3:1][C:2]([CH3:3])([S:4](=[O:5])(=[O:6])[c:7]1[cH:8][c:9]([C:13]([F:14])([F:15])[F:16])[cH:10][cH:11][cH:12]1)[CH:17]1[CH2:18][CH2:19][N:20]([C:31]([c:30]2[c:29]([S:26]([CH:23]3[CH2:24][CH2:25]3)(=[O:27])=[O:28])[n:37][c:36]([C:38]([F:39])([F:40])[F:41])[cH:35][cH:34]2)=[O:32])[CH2:21][CH2:22]1. Reactants: CCC(=O)Cl, ClCCl, C[Si](C)(C)CCOCn1ccc2nc(NC(=O)NC3CCCNC3)cnc21, c1ccncc1. The product is CCC(=O)N1CCCC(NC(=O)Nc2cnc3c(ccn3COCC[Si](C)(C)C)n2)C1. As a reaction SMILES: [C:34]([CH2:35][CH3:36])(=[O:37])[Cl:38].[Cl:39][CH2:40][Cl:41].[NH:1]1[CH2:2][CH:3]([NH:7][C:8](=[O:9])[NH:10][c:11]2[n:12][c:13]3[c:14]([n:15][cH:16]2)[n:17]([CH2:20][O:21][CH2:22][CH2:23][Si:24]([CH3:25])([CH3:26])[CH3:27])[cH:18][cH:19]3)[CH2:4][CH2:5][CH2:6]1.[cH:28]1[cH:29][cH:30][n:31][cH:32][cH:33]1>>[N:1]1([C:34]([CH2:35][CH3:36])=[O:37])[CH2:2][CH:3]([NH:7][C:8](=[O:9])[NH:10][c:11]2[n:12][c:13]3[c:14]([n:15][cH:16]2)[n:17]([CH2:20][O:21][CH2:22][CH2:23][Si:24]([CH3:25])([CH3:26])[CH3:27])[cH:18][cH:19]3)[CH2:4][CH2:5][CH2:6]1.